From a dataset of the Open Reaction Database (ORD), a public repository of structured organic reaction records. describe an organic reaction: reactants, conditions, products, and yield The reactants are FC(C(=O)O)(F)F (Trifluoroacetic acid), C1(=CC=CC=C1)C=1C=C(C=NC1)C(=O)NC1=C(C(=O)OC(C)(C)C)C=CC(=C1)C1=CSC=C1 (tert-butyl 2-(5-phenylpyridine-3-carboxamido)-4-(thiophen-3-yl)benzoate). Run at time 30 minute. Product: C1(=CC=CC=C1)C=1C=C(C=NC1)C(=O)NC1=C(C(=O)O)C=CC(=C1)C1=CSC=C1 (2-(5-phenylpyridine-3-carboxamido)-4-(thiophen-3-yl)benzoic acid). RXN SMILES: FC(F)(F)C(O)=O.[C:8]1([C:14]2[CH:15]=[C:16]([C:20]([NH:22][C:23]3[CH:35]=[C:34]([C:36]4[CH:40]=[CH:39][S:38][CH:37]=4)[CH:33]=[CH:32][C:24]=3[C:25]([O:27]C(C)(C)C)=[O:26])=[O:21])[CH:17]=[N:18][CH:19]=2)[CH:13]=[CH:12][CH:11]=[CH:10][CH:9]=1>>[C:8]1([C:14]2[CH:15]=[C:16]([C:20]([NH:22][C:23]3[CH:35]=[C:34]([C:36]4[CH:40]=[CH:39][S:38][CH:37]=4)[CH:33]=[CH:32][C:24]=3[C:25]([OH:27])=[O:26])=[O:21])[CH:17]=[N:18][CH:19]=2)[CH:9]=[CH:10][CH:11]=[CH:12][CH:13]=1. Procedure details: Trifluoroacetic acid (4.0 mL) was added to the obtained tert-butyl 2-(5-phenylpyridine-3-carboxamido)-4-(thiophen-3-yl)benzoate, followed by stirring at room temperature for 1 hour and 30 minutes. The solvent was evaporated under reduced pressure, and diisopropyl ether was added to the obtained residue. The solid substance was collected by filtration to obtain 47 mg of 2-(5-phenylpyridine-3-carboxamido)-4-(thiophen-3-yl)benzoic acid as a white solid. Reactants: ClCC(=C)C1=CC=C(C=C1)[N+](=O)[O-] (4(1-chloromethyl-ethenyl)-nitrobenzene). The reagents and catalysts are C1=CC=C(C=C1)P(C2=CC=CC=C2)C3=CC=CC=C3.C1=CC=C(C=C1)P(C2=CC=CC=C2)C3=CC=CC=C3.C1=CC=C(C=C1)P(C2=CC=CC=C2)C3=CC=CC=C3.[Cl-].[Rh] (tris(triphenylphosphine)-rhodium (I) chloride). Solvent: C1(=CC=CC=C1)C (toluene). The product is ClCC(C)C1=CC=C(C=C1)[N+](=O)[O-] (4(1-Chloromethyl-ethyl)-nitrobenzene). Reaction SMILES: [Cl:1][CH2:2][C:3]([C:5]1[CH:10]=[CH:9][C:8]([N+:11]([O-:13])=[O:12])=[CH:7][CH:6]=1)=[CH2:4]>C1(C)C=CC=CC=1.C1C=CC(P(C2C=CC=CC=2)C2C=CC=CC=2)=CC=1.C1C=CC(P(C2C=CC=CC=2)C2C=CC=CC=2)=CC=1.C1C=CC(P(C2C=CC=CC=2)C2C=CC=CC=2)=CC=1.[Cl-].[Rh]>[Cl:1][CH2:2][CH:3]([C:5]1[CH:10]=[CH:9][C:8]([N+:11]([O-:13])=[O:12])=[CH:7][CH:6]=1)[CH3:4] |f:2.3.4.5.6|. Reported procedure: A solution of 51.3 g (0.26 Mol) of 4(1-chloromethyl-ethenyl)-nitrobenzene and 10 g of tris(triphenylphosphine)-rhodium (I) chloride in 1000 ml of dry toluene is hydrogenated at ambient temperature and atmospheric pressure. Reactants: C1CCOC1, COCOC1CC(COS(=O)(=O)c2ccccc2C)C2C3CCc4cc(OC)ccc4C3CCC12C. Product: COCOC1CC(C)C2C3CCc4cc(OC)ccc4C3CCC12C. As a reaction SMILES: [CH2:37]1[O:38][CH2:39][CH2:40][CH2:41]1.[CH3:1][O:2][c:3]1[cH:4][c:5]2[c:18]([cH:19][cH:20]1)[CH:17]1[CH:8]([CH2:7][CH2:6]2)[CH:9]2[CH:10]([CH2:25][O:26][S:27]([c:28]3[c:29]([CH3:30])[cH:31][cH:32][cH:33][cH:34]3)(=[O:35])=[O:36])[CH2:11][CH:12]([O:21][CH2:22][O:23][CH3:24])[C:13]2([CH3:14])[CH2:15][CH2:16]1>>[CH3:1][O:2][c:3]1[cH:4][c:5]2[c:18]([cH:19][cH:20]1)[CH:17]1[CH:8]([CH2:7][CH2:6]2)[CH:9]2[CH:10]([CH3:25])[CH2:11][CH:12]([O:21][CH2:22][O:23][CH3:24])[C:13]2([CH3:14])[CH2:15][CH2:16]1. Starting materials: COC(N(C)C)OC (N,N-dimethylformamide dimethylacetal), C(C)(=O)C=1C=NC=NC1 (5-acetylpyrimidine), C(C)(C)OC(C)C (diisopropyl ether). Product: CN(C=CC(=O)C=1C=NC=NC1)C (3-(dimethylamino)-1-(5-pyrimidinyl)-2-propen-1-one). Isolated yield 68.0%. As a reaction SMILES: CO[CH:3](OC)[N:4]([CH3:6])[CH3:5].[C:9]([C:12]1[CH:13]=[N:14][CH:15]=[N:16][CH:17]=1)(=[O:11])[CH3:10].C(OC(C)C)(C)C>>[CH3:6][N:4]([CH3:5])[CH:3]=[CH:10][C:9]([C:12]1[CH:13]=[N:14][CH:15]=[N:16][CH:17]=1)=[O:11]. Reported procedure: 6.01 g of N,N-dimethylformamide dimethylacetal was added to 1.54 g of 5-acetylpyrimidine (Khim. Geterotsikl. Soedim., 1981, (7), 958-962) and the mixture was heated at reflux for 15 hours. After the reaction solution was air-cooled, a small amount of diisopropyl ether was added and the deposited crystal was collected by filtration to obtain 1.52 g of the objective compound as reddish brown crystals.